From a dataset of the Open Reaction Database (ORD), a public repository of structured organic reaction records. describe an organic reaction: reactants, conditions, products, and yield The reactants are C(#N)NC(=NCCSCC1=NC=CC=C1OCCCCOCC1=CC=CC=C1)NC (N-Cyano-N'-methyl-N"-[2-((3-(4-benzyloxybutoxy)-2-pyridyl)methylthio)ethyl]guanidine). Reagents/catalysts: [Pd] (palladium on charcoal). The product is C(#N)NC(=NCCSCC1=NC=CC=C1OCCCCO)NC (N-cyano-N'-methyl-N"-[2-((3-(4-hydroxybutoxy)-2-pyridyl)methylthio)ethyl]guanidine). RXN SMILES: [C:1]([NH:3][C:4]([NH:29][CH3:30])=[N:5][CH2:6][CH2:7][S:8][CH2:9][C:10]1[C:15]([O:16][CH2:17][CH2:18][CH2:19][CH2:20][O:21]CC2C=CC=CC=2)=[CH:14][CH:13]=[CH:12][N:11]=1)#[N:2]>[Pd]>[C:1]([NH:3][C:4]([NH:29][CH3:30])=[N:5][CH2:6][CH2:7][S:8][CH2:9][C:10]1[C:15]([O:16][CH2:17][CH2:18][CH2:19][CH2:20][OH:21])=[CH:14][CH:13]=[CH:12][N:11]=1)#[N:2]. Procedure details: N-Cyano-N'-methyl-N"-[2-((3-(4-benzyloxybutoxy)-2-pyridyl)methylthio)ethyl]guanidine which may be hydrogenolysed using palladium on charcoal catalyst to give N-cyano-N'-methyl-N"-[2-((3-(4-hydroxybutoxy)-2-pyridyl)methylthio)ethyl]guanidine Reactants: N1=CC=NC=2SC3=C(NC21)C=C(C=C3)CC#N ((10H-pyrazino[2,3-b][1,4]benzothiazin-8-yl)acetonitrile), CO (methanol), Cl (hydrogen chloride). Solvent: ClCCl (dichloromethane). Conditions: temperature -20 celsius. Product: Cl.COC(CC=1C=CC2=C(NC3=C(S2)N=CC=N3)C1)=N (Methyl(10H-pyrazino[2,3-b][1,4]benzothiazin-8-yl)acetimidate hydrochloride). Reaction SMILES: [N:1]1[C:10]2[NH:9][C:8]3[CH:11]=[C:12]([CH2:15][C:16]#[N:17])[CH:13]=[CH:14][C:7]=3[S:6][C:5]=2[N:4]=[CH:3][CH:2]=1.[CH3:18][OH:19].[ClH:20]>ClCCl>[ClH:20].[CH3:18][O:19][C:16](=[NH:17])[CH2:15][C:12]1[CH:13]=[CH:14][C:7]2[S:6][C:5]3[N:4]=[CH:3][CH:2]=[N:1][C:10]=3[NH:9][C:8]=2[CH:11]=1 |f:4.5|. Procedure: 480 mg of (10H-pyrazino[2,3-b][1,4]benzothiazin-8-yl)acetonitrile was suspended in a solution of dry methanol (20 ml)/dry dichloromethane and cooled to −20° C. Then dry hydrogen chloride gas was blown thereinto until saturation was attained while paying attention lest the bulk temperature exceed 0° C. Then the reaction mixture was hermetically sealed and allowed to stand under ice-cooling over day and night. Next, the solvent was distilled off under reduced pressure while maintaining the bulk te... Reactants: aldehydes, C[N+]1(CCOCC1)[O-] (N-methylmorpholine-N-oxide), BrCC1=C(C=CC2=C1C=CO2)F (4-bromomethyl-5-fluorobenzofuran), BrCC1=CC2=C(C=CO2)C=C1F (6-bromomethyl-5-fluorobenzofuran). The solvent is C(C)#N (acetonitrile), C(C)#N (acetonitrile). Reaction conditions: time 8 hour. Product: FC1=CC=C2C(C=CO2)=C1C=O (5-Fluorobenzofuran-4-carbaldehyde). Reaction SMILES: C[N+]1([O-])CC[O:5]CC1.Br[CH2:10][C:11]1[C:16]2[CH:17]=[CH:18][O:19][C:15]=2[CH:14]=[CH:13][C:12]=1[F:20].BrCC1C(F)=CC2C=COC=2C=1>C(#N)C>[F:20][C:12]1[C:11]([CH:10]=[O:5])=[C:16]2[CH:17]=[CH:18][O:19][C:15]2=[CH:14][CH:13]=1. Procedure details: A solution of the N-methylmorpholine-N-oxide (13.6 g) in acetonitrile (135 ml) containing 3 Å molecular sieves (13.2 g) was stirred at room temperature overnight and cooled in ice. A solution of 4-bromomethyl-5-fluorobenzofuran and 6-bromomethyl-5-fluorobenzofuran (13.33 g) in acetonitrile (35 ml) was added and the mixture stirred at 5° for 4 h. The mixture was filtered and the filtrate evaporated to dryness. Water and ethyl acetate were added to the residue and the organic phase separated, drie... Starting materials: OC=1C(=C2CCC(OC2=C(C1C)C)(C)CCO)C (2-(6-hydroxy-2,5,7,8-tetramethylchroman-2-yl)ethanol), C(C1=CC=CC=C1)Br (benzyl bromide). The product is C(C1=CC=CC=C1)OC=1C(=C2CCC(OC2=C(C1C)C)(C)CCO)C (2-(6-Benzyloxy-2,5,7,8-tetramethylchroman-2-yl)ethanol). RXN SMILES: [OH:1][C:2]1[C:3]([CH3:18])=[C:4]2[C:9](=[C:10]([CH3:13])[C:11]=1[CH3:12])[O:8][C:7]([CH2:15][CH2:16][OH:17])([CH3:14])[CH2:6][CH2:5]2.[CH2:19](Br)[C:20]1[CH:25]=[CH:24][CH:23]=[CH:22][CH:21]=1>>[CH2:19]([O:1][C:2]1[C:3]([CH3:18])=[C:4]2[C:9](=[C:10]([CH3:13])[C:11]=1[CH3:12])[O:8][C:7]([CH2:15][CH2:16][OH:17])([CH3:14])[CH2:6][CH2:5]2)[C:20]1[CH:25]=[CH:24][CH:23]=[CH:22][CH:21]=1. Procedure: Following the procedure described in Preparation 1, 2-(6-hydroxy-2,5,7,8-tetramethylchroman-2-yl)ethanol was reacted with benzyl bromide and treated and purified to give the title compound. Reactants: C(C1=CC=CC=C1)(=O)OC (methyl benzoate), C(CC(=O)C)(=O)OC (methyl acetoacetate), CO (methanol), Na, Na, C(C1=CC=CC=C1)(=O)OC (methyl benzoate), C(C)(=O)OC (methyl acetate), Na. The product is C(C1=CC=CC=C1)(=O)CC(=O)OC (Methyl Benzoylacetate). Reaction SMILES: [C:1]([O:9]C)(=O)[C:2]1[CH:7]=[CH:6][CH:5]=[CH:4][CH:3]=1.[C:11]([O:14][CH3:15])(=[O:13])[CH3:12].CO.C(OC)(=O)CC(C)=O>>[C:1]([CH2:12][C:11]([O:14][CH3:15])=[O:13])(=[O:9])[C:2]1[CH:3]=[CH:4][CH:5]=[CH:6][CH:7]=1. Procedure details: A 1-L flask fitted with a mechanical stirrer, reflux condenser, and nitrogen sweep (to protect the Na), was immersed in a water bath to control temperature (i.e., to provide heat and to cool if need be). In the flask was placed 272.3 g (2 moles) of methyl benzoate; 74.1 g (1 mole) of methyl acetate; 1 gm. atom--23 g., Na; and 32 g (1 mole) of methanol (to react with the Na and to initate the reaction). The flask was purged with nitrogen and was maintained under a positive nitrogen pressure throu...